This data is from the Open Reaction Database (ORD), a public repository of structured organic reaction records. The task is: describe an organic reaction: reactants, conditions, products, and yield Reactants: [Al+3], C1CCOC1, [H-], [H-], [H-], [H-], [Li+], O=C1CC(c2[nH]nc3c2C(c2ccccc2)CC(=O)N3)C1. Yields the product O=C1CC(c2ccccc2)c2c(n[nH]c2C2CC(O)C2)N1. Reaction SMILES: [Al+3:23].[CH2:28]1[O:29][CH2:30][CH2:31][CH2:32]1.[H-:22].[H-:25].[H-:26].[H-:27].[Li+:24].[O:1]=[C:2]1[CH2:3][CH:4]([c:6]2[nH:7][n:8][c:9]3[c:14]2[CH:13]([c:15]2[cH:16][cH:17][cH:18][cH:19][cH:20]2)[CH2:12][C:11](=[O:21])[NH:10]3)[CH2:5]1>>[OH:1][CH:2]1[CH2:3][CH:4]([c:6]2[nH:7][n:8][c:9]3[c:14]2[CH:13]([c:15]2[cH:16][cH:17][cH:18][cH:19][cH:20]2)[CH2:12][C:11](=[O:21])[NH:10]3)[CH2:5]1. Reactants: C(=O)(O)CC1=C(CCCC1)N1N=C(C=CC1=O)C=1C(=NN2C1C=CC=C2)C2=CC=CC=C2 (3-[2-(2-carboxymethyl-1-cyclohexenyl)-3-oxo-2,3-dihydropyridazin-6-yl]-2-phenylpyrazolo[1,5-a]pyridine), ON1N=NC2=C1C=CC=C2 (1-hydroxybenzotriazole), C(C)N=C=NCCCN(C)C (1-ethyl-3-(3-dimethylaminopropyl)carbodiimide), Cl.C(C)OC(CNC)=O (sarcosine ethyl ester hydrochloride). Solvent: O1CCCC1 (tetrahydrofuran), ClCCl (dichloromethane), C(C)(=O)OCC (ethyl acetate). Conditions: time 2 hour. Yields the product C(C)OC(=O)CN(C(=O)CC1=C(CCCC1)N1N=C(C=CC1=O)C=1C(=NN2C1C=CC=C2)C2=CC=CC=C2)C (3-[2-{2-(N-ethoxycarbonylmethyl-N-methylcarbamoyl)methyl-1-cyclohexenyl}-3-oxo-2,3-dihydropyridazin-6-yl]-2-phenylpyrazolo[1,5-a]pyridine). Reaction SMILES: C(CC1[CH2:10][CH2:9][CH2:8][CH2:7][C:6]=1[N:11]1[C:16](=[O:17])[CH:15]=[CH:14][C:13]([C:18]2[C:19]([C:27]3[CH:32]=[CH:31][CH:30]=[CH:29][CH:28]=3)=[N:20][N:21]3[CH:26]=[CH:25][CH:24]=[CH:23][C:22]=23)=[N:12]1)(O)=O.[OH:33]N1C2C=CC=CC=2N=N1.C(N=C=N[CH2:48][CH2:49][CH2:50][N:51]([CH3:53])[CH3:52])C.Cl.[CH2:55]([O:57][C:58](=[O:62])CNC)[CH3:56]>O1CCCC1.ClCCl.C(OCC)(=O)C>[CH2:55]([O:57][C:58]([CH2:53][N:51]([CH3:52])[C:50]([CH2:49][C:48]1[CH2:10][CH2:9][CH2:8][CH2:7][C:6]=1[N:11]1[C:16](=[O:17])[CH:15]=[CH:14][C:13]([C:18]2[C:19]([C:27]3[CH:32]=[CH:31][CH:30]=[CH:29][CH:28]=3)=[N:20][N:21]3[CH:26]=[CH:25][CH:24]=[CH:23][C:22]=23)=[N:12]1)=[O:33])=[O:62])[CH3:56] |f:3.4|. Procedure: To a solution of 3-[2-(2-carboxymethyl-1-cyclohexenyl)-3-oxo-2,3-dihydropyridazin-6-yl]-2-phenylpyrazolo[1,5-a]pyridine (1.5 g) in a mixture of tetrahydrofuran (20 ml) and dichloromethane (20 ml) was added in turn with 1-hydroxybenzotriazole (563 mg), 1-ethyl-3-(3-dimethylaminopropyl)carbodiimide (950 μl) and sarcosine ethyl ester hydrochloride (640 mg) at room temperature. The reaction mixture was stirred for two hours, which was poured into ethyl acetate (300 ml), washed in turn with water (30... Reactants: CSCCCn1cc(C(=O)NCc2ccc(Cl)cc2)c(=O)c2cc(CN3CCOCC3)ccc21, O=C(OO)c1cccc(Cl)c1, ClCCl, O, Cc1ccc(S(=O)(=O)O)cc1. Yields the product CS(=O)CCCn1cc(C(=O)NCc2ccc(Cl)cc2)c(=O)c2cc(CN3CCOCC3)ccc21. Reaction SMILES: [Cl:1][c:2]1[cH:3][cH:4][c:5]([CH2:6][NH:7][C:8](=[O:9])[c:10]2[cH:11][n:12]([CH2:28][CH2:29][CH2:30][S:31][CH3:32])[c:13]3[cH:14][cH:15][c:16]([CH2:21][N:22]4[CH2:23][CH2:24][O:25][CH2:26][CH2:27]4)[cH:17][c:18]3[c:19]2=[O:20])[cH:33][cH:34]1.[Cl:47][c:48]1[cH:49][c:50]([C:54]([O:55][OH:56])=[O:57])[cH:51][cH:52][cH:53]1.[Cl:58][CH2:59][Cl:60].[OH2:35].[c:36]1([CH3:37])[cH:38][cH:39][c:40]([S:41]([OH:42])(=[O:43])=[O:44])[cH:45][cH:46]1>>[Cl:1][c:2]1[cH:3][cH:4][c:5]([CH2:6][NH:7][C:8](=[O:9])[c:10]2[cH:11][n:12]([CH2:28][CH2:29][CH2:30][S:31]([CH3:32])=[O:43])[c:13]3[cH:14][cH:15][c:16]([CH2:21][N:22]4[CH2:23][CH2:24][O:25][CH2:26][CH2:27]4)[cH:17][c:18]3[c:19]2=[O:20])[cH:33][cH:34]1. Starting materials: [BH4-], [Na+], [Na+], C1CCOC1, [OH-], OO, C1=CCN(C(c2ccccc2)c2ccccc2)C1. Yields the product OC1CCN(C(c2ccccc2)c2ccccc2)C1. As a reaction SMILES: [BH4-:1].[Na+:24].[Na+:2].[O:25]1[CH2:26][CH2:27][CH2:28][CH2:29]1.[OH-:23].[OH:21][OH:22].[c:3]1([CH:9]([N:10]2[CH2:11][CH:12]=[CH:13][CH2:14]2)[c:15]2[cH:16][cH:17][cH:18][cH:19][cH:20]2)[cH:4][cH:5][cH:6][cH:7][cH:8]1>>[c:3]1([CH:9]([N:10]2[CH2:11][CH:12]([OH:21])[CH2:13][CH2:14]2)[c:15]2[cH:16][cH:17][cH:18][cH:19][cH:20]2)[cH:4][cH:5][cH:6][cH:7][cH:8]1. Reactants: NCC1CCN(C(=O)OCc2ccccc2)CC1, CCCCN(CCCC)CCCC, COCCO, Fc1cccnc1Cl, OC1CCCCC1. Product: O=C(OCc1ccccc1)N1CCC(CNc2ncccc2F)CC1. Reaction SMILES: [CH2:1]([c:2]1[cH:3][cH:4][cH:5][cH:6][cH:7]1)[O:8][C:9](=[O:10])[N:11]1[CH2:12][CH2:13][CH:14]([CH2:17][NH2:18])[CH2:15][CH2:16]1.[CH3:27][CH2:28][CH2:29][CH2:30][N:31]([CH2:32][CH2:33][CH2:34][CH3:35])[CH2:36][CH2:37][CH2:38][CH3:39].[CH3:40][O:41][CH2:42][CH2:43][OH:44].[Cl:19][c:20]1[n:21][cH:22][cH:23][cH:24][c:25]1[F:26].[OH:45][CH:46]1[CH2:47][CH2:48][CH2:49][CH2:50][CH2:51]1>>[CH2:1]([c:2]1[cH:3][cH:4][cH:5][cH:6][cH:7]1)[O:8][C:9](=[O:10])[N:11]1[CH2:12][CH2:13][CH:14]([CH2:17][NH:18][c:20]2[n:21][cH:22][cH:23][cH:24][c:25]2[F:26])[CH2:15][CH2:16]1. The reactants are C=O (Formaldehyde), C(#N)[BH3-].[Na+] (sodium cyanoborohydride), Cl.NC1(CC1)CSC1=NC2=CC=CC=C2C=C1C1=CC=CC=C1 (2-[(1-aminocyclopropyl)methylthio]-3-phenylquinoline hydrochloride), C([O-])(O)=O.[Na+] (sodium bicarbonate). Solvent: C(C)O (ethanol), C(C)(=O)O (acetic acid). Reaction conditions: time 4 hour. Yields the product Cl.CN(C1(CC1)CSC1=NC2=CC=CC=C2C=C1C1=CC=CC=C1)C (2-[(1-dimethylaminocyclopropyl)methylthio]-3-phenylquinoline hydrochloride). As a reaction SMILES: C=O.[C:3]([BH3-])#[N:4].[Na+].[ClH:7].N[C:9]1([CH2:12][S:13][C:14]2[C:23]([C:24]3[CH:29]=[CH:28][CH:27]=[CH:26][CH:25]=3)=[CH:22][C:21]3[C:16](=[CH:17][CH:18]=[CH:19][CH:20]=3)[N:15]=2)[CH2:11][CH2:10]1.[C:30](=O)(O)[O-].[Na+]>C(O)C.C(O)(=O)C>[ClH:7].[CH3:30][N:4]([CH3:3])[C:9]1([CH2:12][S:13][C:14]2[C:23]([C:24]3[CH:29]=[CH:28][CH:27]=[CH:26][CH:25]=3)=[CH:22][C:21]3[C:16](=[CH:17][CH:18]=[CH:19][CH:20]=3)[N:15]=2)[CH2:11][CH2:10]1 |f:1.2,3.4,5.6,9.10|. Procedure details: Formaldehyde (37% w/w solution in water, 0.82 ml.), glacial acetic acid (0.82 ml.) and sodium cyanoborohydride (0.70 g.) were added to a solution of 2-[(1-aminocyclopropyl)methylthio]-3-phenylquinoline hydrochloride (1.2 g.) in ethanol (35 ml.). The mixture was stirred at ambient temperature for 4 hr., poured into saturated sodium bicarbonate solution (200 ml.), and extracted with ethyl acetate (3×100 ml.). The ethyl acetate extract was washed with brine (3×20 ml.), dried (Na2SO4), and evaporate... Reactants: CC(=O)O, CCO, Cc1cc(Nc2ccc([N+](=O)[O-])cc2)nc(N)n1, O. Product: Cc1cc(Nc2ccc(N)cc2)nc(N)n1. As a reaction SMILES: [C:23]([OH:24])(=[O:25])[CH3:26].[CH3:19][CH2:20][OH:21].[CH3:1][c:2]1[cH:3][c:4]([NH:9][c:10]2[cH:11][cH:12][c:13]([N+:16]([O-:17])=[O:18])[cH:14][cH:15]2)[n:5][c:6]([NH2:8])[n:7]1.[OH2:22]>>[CH3:1][c:2]1[cH:3][c:4]([NH:9][c:10]2[cH:11][cH:12][c:13]([NH2:16])[cH:14][cH:15]2)[n:5][c:6]([NH2:8])[n:7]1.